From a dataset of the Open Reaction Database (ORD), a public repository of structured organic reaction records. describe an organic reaction: reactants, conditions, products, and yield The reactants are COC(=O)C(=Cc1cnc2ccccc2c1)NC(=O)c1c(C)cc(C(=O)NCc2cccc(O)c2)cc1Cl, CO, [Li+], C1CCOC1, [OH-], O, O. The product is Cc1cc(C(=O)NCc2cccc(O)c2)cc(Cl)c1C(=O)NC(=Cc1cnc2ccccc2c1)C(=O)O. As a reaction SMILES: [CH3:1][O:2][C:3]([C:4](=[CH:5][c:6]1[cH:7][n:8][c:9]2[cH:10][cH:11][cH:12][cH:13][c:14]2[cH:15]1)[NH:16][C:17]([c:18]1[c:19]([Cl:36])[cH:20][c:21]([C:25](=[O:26])[NH:27][CH2:28][c:29]2[cH:30][c:31]([OH:35])[cH:32][cH:33][cH:34]2)[cH:22][c:23]1[CH3:24])=[O:37])=[O:38].[CH3:48][OH:49].[Li+:41].[O:43]1[CH2:44][CH2:45][CH2:46][CH2:47]1.[OH-:40].[OH2:39].[OH2:42]>>[O:2]=[C:3]([C:4](=[CH:5][c:6]1[cH:7][n:8][c:9]2[cH:10][cH:11][cH:12][cH:13][c:14]2[cH:15]1)[NH:16][C:17]([c:18]1[c:19]([Cl:36])[cH:20][c:21]([C:25](=[O:26])[NH:27][CH2:28][c:29]2[cH:30][c:31]([OH:35])[cH:32][cH:33][cH:34]2)[cH:22][c:23]1[CH3:24])=[O:37])[OH:38].